From a dataset of the Open Reaction Database (ORD), a public repository of structured organic reaction records. describe an organic reaction: reactants, conditions, products, and yield The reactants are C(C(C)C)C1(OC(C2=C1CN(CC2)C(\C=C\C2=C(C=CC=C2)[N+](=O)[O-])=O)=O)C2=CC=CC=C2 ((E)-3-isobutyl-5-(3-(2-nitrophenyl)acryloyl)-3-phenyl-4,5,6,7-tetrahydrofuro[3,4-c]pyridin-1(3H)-one), O.[Sn](Cl)Cl (tin(II)chloride hydrate). Solvent: CO (methanol). Product: NC1=C(C=CC=C1)/C=C/C(=O)N1CC2=C(CC1)C(OC2(C2=CC=CC=C2)CC(C)C)=O ((E)-5-(3-(2-aminophenyl)acryloyl)-3-isobutyl-3-phenyl-4,5,6,7-tetrahydrofuro[3,4-c]pyridin-1(3H)-one). RXN SMILES: [CH2:1]([C:5]1([C:28]2[CH:33]=[CH:32][CH:31]=[CH:30][CH:29]=2)[C:9]2[CH2:10][N:11]([C:14](=[O:26])/[CH:15]=[CH:16]/[C:17]3[CH:22]=[CH:21][CH:20]=[CH:19][C:18]=3[N+:23]([O-])=O)[CH2:12][CH2:13][C:8]=2[C:7](=[O:27])[O:6]1)[CH:2]([CH3:4])[CH3:3].O.[Sn](Cl)Cl>CO>[NH2:23][C:18]1[CH:19]=[CH:20][CH:21]=[CH:22][C:17]=1/[CH:16]=[CH:15]/[C:14]([N:11]1[CH2:12][CH2:13][C:8]2[C:7](=[O:27])[O:6][C:5]([CH2:1][CH:2]([CH3:3])[CH3:4])([C:28]3[CH:33]=[CH:32][CH:31]=[CH:30][CH:29]=3)[C:9]=2[CH2:10]1)=[O:26] |f:1.2|. Reported procedure: A solution of (E)-3-isobutyl-5-(3-(2-nitrophenyl)acryloyl)-3-phenyl-4,5,6,7-tetrahydrofuro[3,4-c]pyridin-1(3H)-one (25 mg, 0.092 mmol) and tin(II)chloride hydrate (83 mg, 0.369 mmol) was heated in methanol (15 mL) for 2 hours. The reaction mixture was cooled to room temperature, concentrated to dryness, and re-dissolved in ethyl acetate (20 mL). The organic solution was washed with sat. NaHCO3 solution (5 mL), brine (5 mL), dried (MgSO4), and concentrated. Purification by column chromatography (... Reactants: FC(F)(F)c1ccc2oc(-c3ccncc3I)nc2c1, [Na+], C1CCOC1, [OH-], O, OB(O)c1ccccc1, Cl[Pd]Cl, c1ccc(P(c2ccccc2)c2ccccc2)cc1, c1ccc(P(c2ccccc2)c2ccccc2)cc1. Product: FC(F)(F)c1ccc2oc(-c3ccncc3-c3ccccc3)nc2c1. As a reaction SMILES: [I:1][c:2]1[cH:3][n:4][cH:5][cH:6][c:7]1-[c:8]1[o:9][c:10]2[c:11]([n:12]1)[cH:13][c:14]([C:17]([F:18])([F:19])[F:20])[cH:15][cH:16]2.[Na+:36].[O:30]1[CH2:31][CH2:32][CH2:33][CH2:34]1.[OH-:35].[OH2:78].[OH:21][B:22]([OH:23])[c:24]1[cH:25][cH:26][cH:27][cH:28][cH:29]1.[Pd:37]([Cl:38])[Cl:39].[c:40]1([P:41]([c:42]2[cH:43][cH:44][cH:45][cH:46][cH:47]2)[c:48]2[cH:49][cH:50][cH:51][cH:52][cH:53]2)[cH:54][cH:55][cH:56][cH:57][cH:58]1.[c:59]1([P:60]([c:61]2[cH:62][cH:63][cH:64][cH:65][cH:66]2)[c:67]2[cH:68][cH:69][cH:70][cH:71][cH:72]2)[cH:73][cH:74][cH:75][cH:76][cH:77]1>>[c:2]1(-[c:24]2[cH:25][cH:26][cH:27][cH:28][cH:29]2)[cH:3][n:4][cH:5][cH:6][c:7]1-[c:8]1[o:9][c:10]2[c:11]([n:12]1)[cH:13][c:14]([C:17]([F:18])([F:19])[F:20])[cH:15][cH:16]2. Starting materials: [H-].[Na+] (sodium hydride), [Cl-].[NH4+] (ammonium chloride), FC1=NC=NC(=C1F)N1CC(CC(C1)C)C (4,5-difluoro-6-(3,5-dimethylpiperidino)pyrimidine), C(C#CC)O (2-butyn-1-ol). Solvent: O1CCCC1 (tetrahydrofuran), O1CCCC1 (tetrahydrofuran), O1CCCC1 (tetrahydrofuran). Conditions: time 10 minute. Product: C(C#CC)OC1=NC=NC(=C1F)N1CC(CC(C1)C)C (4-(2-butynyloxy)-5-fluoro-6-(3,5-dimethylpiperidino)pyrimidine). The yield is 94.2%. RXN SMILES: [H-].[Na+].[CH2:3]([OH:7])[C:4]#[C:5][CH3:6].F[C:9]1[C:14]([F:15])=[C:13]([N:16]2[CH2:21][CH:20]([CH3:22])[CH2:19][CH:18]([CH3:23])[CH2:17]2)[N:12]=[CH:11][N:10]=1.[Cl-].[NH4+]>O1CCCC1>[CH2:3]([O:7][C:9]1[C:14]([F:15])=[C:13]([N:16]2[CH2:21][CH:20]([CH3:22])[CH2:19][CH:18]([CH3:23])[CH2:17]2)[N:12]=[CH:11][N:10]=1)[C:4]#[C:5][CH3:6] |f:0.1,4.5|. Reported procedure: 0.09 g of sodium hydride (60% oil suspension) was suspended in 3 ml of tetrahydrofuran. 0.3 ml of tetrahydrofuran solution of 0.15 g of 2-butyn-1-ol was added dropwise at room temperature therein, and the mixture was stirred for 10 minutes. Into the mixture was added dropwise 0.3 ml of tetrahydrofuran solution of 0.40 g of 4,5-difluoro-6-(3,5-dimethylpiperidino)pyrimidine (cis/trans diastereomer=about 5/1) at room temperature, and stirred for 20 minutes at 0° C. The reaction mixture was poured i... The reactants are ClC(=O)OCC (Ethyl chloroformate), ice, C(C1=CC=CC=C1)SC1=C(CN(C)C)C=CC=C1OC (2-benzylthio-3-methoxy-N,N-dimethyl benzylamine). Run in CCOCC (ether). Run at time 2 hour. Yields the product C(C1=CC=CC=C1)SC1=C(CCl)C=CC=C1OC (2-Benzylthio-3-methoxybenzyl chloride). Isolated yield 89.0%. As a reaction SMILES: [Cl:1]C(OCC)=O.[CH2:7]([S:14][C:15]1[C:24]([O:25][CH3:26])=[CH:23][CH:22]=[CH:21][C:16]=1[CH2:17]N(C)C)[C:8]1[CH:13]=[CH:12][CH:11]=[CH:10][CH:9]=1>CCOCC>[CH2:7]([S:14][C:15]1[C:24]([O:25][CH3:26])=[CH:23][CH:22]=[CH:21][C:16]=1[CH2:17][Cl:1])[C:8]1[CH:13]=[CH:12][CH:11]=[CH:10][CH:9]=1. Procedure details: Ethyl chloroformate (0.6 ml, 6.2 mmol) was added dropwise to an ice-cooled solution of 2-benzylthio-3-methoxy-N,N-dimethyl benzylamine (1.5 g, 5.2 mmol) in dry ether (40 ml). The mixture was stirred at room temperature for 2 h. The solvent was evaporated in vacuo, and the residual solid was extracted several times with hexane. The extracts were evaporated to leave the title compound as a solid (1.29 g, 89%), mp 54°-55C. (Found: C,64.67; H,5.50; Cl,12.99. C15H15ClOS requires C,64.62; H,5.42; Cl,1... Reactants: [N+](=O)([O-])C1=CC=C(N)C=C1 (4-nitroaniline), ClCCCC#N (4-chlorobutyronitrile). Solvent: C(C)(=O)OCC (ethyl acetate). Run at temperature 190 celsius. Product: Cl.[N+](=O)([O-])C1=CC=C(C=C1)N1C(CCC1)=N (1-(4-nitrophenyl)pyrrolidin-2-ylideneamine, hydrochloride). RXN SMILES: [N+:1]([C:4]1[CH:10]=[CH:9][C:7]([NH2:8])=[CH:6][CH:5]=1)([O-:3])=[O:2].[Cl:11][CH2:12][CH2:13][CH2:14][C:15]#[N:16]>C(OCC)(=O)C>[ClH:11].[N+:1]([C:4]1[CH:10]=[CH:9][C:7]([N:8]2[CH2:12][CH2:13][CH2:14][C:15]2=[NH:16])=[CH:6][CH:5]=1)([O-:3])=[O:2] |f:3.4|. Reported procedure: A mixture of 40.0 g (290 mmol) of 4-nitroaniline and 40.0 ml (421 mmol) of 4-chlorobutyronitrile is heated at the boil (about 190° C.) for 30 minutes using a hot-air fan. The mixture is allowed to cool and is digested with ethyl acetate, giving 1-(4-nitrophenyl)pyrrolidin-2-ylideneamine, hydrochloride, as a brown solid, ESI 206. Starting materials: Cl.CC(C(=O)O)(C)OC=1C=C2C(=C(N(C2=CC1)CCC)C)C1=CC=NC=C1 (2-methyl-2-[2-methyl-1-propyl-3-(4-pyridyl)-1H-indole-5-yloxy]propanoic acid hydrochloride), [H-].[Al+3].[Li+].[H-].[H-].[H-] (lithiumaluminium hydride), [OH-].[Na+] (sodium hydroxide). Run in O1CCCC1 (tetrahydrofurane). Yields the product CC(CO)(C)OC=1C=C2C(=C(N(C2=CC1)CCC)C)C1=CC=NC=C1 (2-Methyl-2-[2-methyl-1-propyl-3-(4-pyridyl)-1H-indole-5-yloxy]-propanol). Reaction SMILES: Cl.[CH3:2][C:3]([O:8][C:9]1[CH:10]=[C:11]2[C:15](=[CH:16][CH:17]=1)[N:14]([CH2:18][CH2:19][CH3:20])[C:13]([CH3:21])=[C:12]2[C:22]1[CH:27]=[CH:26][N:25]=[CH:24][CH:23]=1)([CH3:7])[C:4](O)=[O:5].[H-].[Al+3].[Li+].[H-].[H-].[H-].[OH-].[Na+]>O1CCCC1>[CH3:2][C:3]([O:8][C:9]1[CH:10]=[C:11]2[C:15](=[CH:16][CH:17]=1)[N:14]([CH2:18][CH2:19][CH3:20])[C:13]([CH3:21])=[C:12]2[C:22]1[CH:27]=[CH:26][N:25]=[CH:24][CH:23]=1)([CH3:7])[CH2:4][OH:5] |f:0.1,2.3.4.5.6.7,8.9|. Procedure details: A suspension of 1.0 g (2.6 m mole) of 2-methyl-2-[2-methyl-1-propyl-3-(4-pyridyl)-1H-indole-5-yloxy]propanoic acid hydrochloride was added dropwise to 1.0 g (26 m mole) of lithiumaluminium hydride in 50 ml of absolute tetrahydrofurane under stirring. After the mixture was stirred for one hour at 60° C., 2 N sodium hydroxide solution was added. The sodium aluminate precipitate was filtered off, and the residue was evaporated and purified on silicagel by colunn chromatography (eluant: ethyl acetat... The reactants are O (water), ClCCCC(=O)C1=CC=2CC3=CC(=CC=C3C2C=C1)C(CCCCl)=O (2,7-bis(4-chlorobutyryl)fluorene), C12CNCC(CC1)CC2 (3-azabicyclo[3.2.2]nonane), [I-].[K+] (potassium iodide). The solvent is CC(CC)=O (butanone). Conditions: time 3 day. The product is C12CN(CC(CC1)CC2)CCCC(=O)C2=CC=1CC3=CC(=CC=C3C1C=C2)C(CCCN2CC1CCC(C2)CC1)=O (2,7-bis[4-(3-azabicyclo[3.2.2]nonan-3-yl)butyryl]fluorene). RXN SMILES: Cl[CH2:2][CH2:3][CH2:4][C:5]([C:7]1[CH:19]=[CH:18][C:17]2[C:16]3[C:11](=[CH:12][C:13]([C:20](=[O:25])[CH2:21][CH2:22][CH2:23]Cl)=[CH:14][CH:15]=3)[CH2:10][C:9]=2[CH:8]=1)=[O:6].[CH:26]12[CH2:34][CH2:33][CH:30]([CH2:31][CH2:32]1)[CH2:29][NH:28][CH2:27]2.[I-].[K+].O>CC(=O)CC>[CH:26]12[CH2:34][CH2:33][CH:30]([CH2:31][CH2:32]1)[CH2:29][N:28]([CH2:2][CH2:3][CH2:4][C:5]([C:7]1[CH:19]=[CH:18][C:17]3[C:16]4[C:11](=[CH:12][C:13]([C:20](=[O:25])[CH2:21][CH2:22][CH2:23][N:28]5[CH2:29][CH:30]6[CH2:33][CH2:34][CH:26]([CH2:32][CH2:31]6)[CH2:27]5)=[CH:14][CH:15]=4)[CH2:10][C:9]=3[CH:8]=1)=[O:6])[CH2:27]2 |f:2.3|. Reported procedure: A mixture of 11.25g (0.03 mole) of 2,7-bis(4-chlorobutyryl)fluorene, 30.1g (0.24 mole) of 3-azabicyclo[3.2.2]nonane and 10.0g (0.06 mole) of potassium iodide in 200 ml butanone is heated at reflux with stirring for 3 days. The reaction mixture was poured into 1000 ml of water, and the resulting solid precipitate filtered and recrystallized from chloroform-acetone to yield the desired product. Starting materials: C(C)(C)N(CC)C(C)C (diisopropyl ethyl amine), N1CCC(C(=O)OCC)CC1 (ethyl isonipecotate), ClC1=NC=C(C(=O)NC2=C(C=C(C=C2)I)F)C=C1 (6-Chloro-N-(2-fluoro-4-iodo-phenyl)-nicotinamide). Reagents/catalysts: CN(C)C=1C=CN=CC1 (DMAP). Solvent: O1CCOCC1 (dioxane). Reaction conditions: temperature 95 celsius. Yields the product C(C)OC(=O)C1CCN(CC1)C1=NC=C(C=C1)C(NC1=C(C=C(C=C1)I)F)=O (5′-(2-Fluoro-4-iodo-phenylcarbamoyl)-3,4,5,6-tetrahydro-2H-[1,2′]bipyridinyl-4-carboxylic acid ethyl ester). Isolated yield 55.0%. Reaction SMILES: Cl[C:2]1[CH:18]=[CH:17][C:5]([C:6]([NH:8][C:9]2[CH:14]=[CH:13][C:12]([I:15])=[CH:11][C:10]=2[F:16])=[O:7])=[CH:4][N:3]=1.C(N(C(C)C)CC)(C)C.[NH:28]1[CH2:38][CH2:37][CH:31]([C:32]([O:34][CH2:35][CH3:36])=[O:33])[CH2:30][CH2:29]1>O1CCOCC1.CN(C1C=CN=CC=1)C>[CH2:35]([O:34][C:32]([CH:31]1[CH2:37][CH2:38][N:28]([C:2]2[CH:18]=[CH:17][C:5]([C:6](=[O:7])[NH:8][C:9]3[CH:14]=[CH:13][C:12]([I:15])=[CH:11][C:10]=3[F:16])=[CH:4][N:3]=2)[CH2:29][CH2:30]1)=[O:33])[CH3:36]. Procedure: 6-Chloro-N-(2-fluoro-4-iodo-phenyl)-nicotinamide (80 mg, 0.22 mmol) was dissolved in dioxane (6 mL) and the mixture was treated with diisopropyl ethyl amine (0.11 mL, 0.66 mmol), ethyl isonipecotate (100 mg, 0.66 mmol) and a catalytic amount of DMAP. This solution was then heated in a sealed tube at 95° C. for 21 h. The mixture was then cooled and the solvent was evaporated. The residue was chromatographed with a silica gel column and 20-40% EtOAc in hexanes gradient to afford the product. (60 m... The reactants are [Br-], O=CCCCBr, N#Cc1ccc(C[P+](c2ccccc2)(c2ccccc2)c2ccccc2)cc1, C1CCOC1, C[Si](C)(C)[N-][Si](C)(C)C, [Li+]. Product: N#Cc1ccc(C=CCCCBr)cc1. As a reaction SMILES: [Br-:1].[Br:40][CH2:41][CH2:42][CH2:43][CH:44]=[O:45].[C:2](#[N:3])[c:4]1[cH:5][cH:6][c:7]([CH2:10][P+:11]([c:12]2[cH:13][cH:14][cH:15][cH:16][cH:17]2)([c:18]2[cH:19][cH:20][cH:21][cH:22][cH:23]2)[c:24]2[cH:25][cH:26][cH:27][cH:28][cH:29]2)[cH:8][cH:9]1.[CH2:46]1[O:47][CH2:48][CH2:49][CH2:50]1.[CH3:30][Si:31]([N-:32][Si:33]([CH3:34])([CH3:35])[CH3:36])([CH3:37])[CH3:38].[Li+:39]>>[C:2](#[N:3])[c:4]1[cH:5][cH:6][c:7]([CH:10]=[CH:44][CH2:43][CH2:42][CH2:41][Br:40])[cH:8][cH:9]1. Reactants: FC(CC[C@H]1[C@@H](C[C@@H]2OC(C[C@@H]21)=O)OC2OCCCC2)(COC2=CC=CC=C2)F ((3aR,4R,5R,6aS)-4-(3,3-Difluoro-4-phenoxybutyl)-5-(tetrahydro-2H-pyran-2-yloxy)hexahydro-2H-cyclopenta[b]furan-2-one), Na tartrate, CC(C)C[AlH]CC(C)C (DIBAL-H), C(C)(=O)OCC (Ethyl acetate). Run in C1CCOC1 (THF). Run at temperature -78 celsius, time 3 hour. Product: FC(CC[C@H]1[C@@H](C[C@@H]2OC(C[C@@H]21)O)OC2OCCCC2)(COC2=CC=CC=C2)F ((3aR,4R,5R,6aS)-4-(3,3-difluoro-4-phenoxybutyl)-5-(tetrahydro-2H-pyran-2-yloxy)hexahydro-2H-cyclopenta[b]furan-2-ol). As a reaction SMILES: [F:1][C:2]([F:29])([CH2:21][O:22][C:23]1[CH:28]=[CH:27][CH:26]=[CH:25][CH:24]=1)[CH2:3][CH2:4][C@@H:5]1[C@@H:12]2[C@@H:8]([O:9][C:10](=[O:13])[CH2:11]2)[CH2:7][C@H:6]1[O:14][CH:15]1[CH2:20][CH2:19][CH2:18][CH2:17][O:16]1.CC(C[AlH]CC(C)C)C.C(OCC)(=O)C>C1COCC1>[F:29][C:2]([F:1])([CH2:21][O:22][C:23]1[CH:24]=[CH:25][CH:26]=[CH:27][CH:28]=1)[CH2:3][CH2:4][C@@H:5]1[C@@H:12]2[C@@H:8]([O:9][CH:10]([OH:13])[CH2:11]2)[CH2:7][C@H:6]1[O:14][CH:15]1[CH2:20][CH2:19][CH2:18][CH2:17][O:16]1. Procedure details: (3aR,4R,5R,6aS)-4-(3,3-Difluoro-4-phenoxybutyl)-5-(tetrahydro-2H-pyran-2-yloxy)hexahydro-2H-cyclopenta[b]furan-2-one, prepared in Step E, was dissolved in anhydrous THF (0.5 M) under nitrogen atmosphere and cooled to −78° C. A solution consisting of DIBAL-H (2 molar equivalents, 1 M in toluene) is added to the reaction mixture dropwise and stirred for 3 hours. Ethyl acetate (20 mL) is added and the mixture is stirred for an additional 5 minutes. The mixture is subsequently treated with 30% aqueo...